This data is from the Open Reaction Database (ORD), a public repository of structured organic reaction records. The task is: describe an organic reaction: reactants, conditions, products, and yield The reactants are COC(=O)c1cc(Br)c(F)cc1OC, [K+], [K+], O=C([O-])[O-], OO, OB(O)c1ccccc1, c1ccc(P(c2ccccc2)(c2ccccc2)[Pd](P(c2ccccc2)(c2ccccc2)c2ccccc2)(P(c2ccccc2)(c2ccccc2)c2ccccc2)P(c2ccccc2)(c2ccccc2)c2ccccc2)cc1. Yields the product COC(=O)c1cc(-c2ccccc2)c(F)cc1OC. RXN SMILES: [CH3:1][O:2][C:3]([c:4]1[c:5]([O:12][CH3:13])[cH:6][c:7]([F:11])[c:8]([Br:10])[cH:9]1)=[O:14].[K+:15].[K+:16].[O-:17][C:18]([O-:19])=[O:20].[OH:107][OH:108].[OH:21][B:22]([OH:23])[c:24]1[cH:25][cH:26][cH:27][cH:28][cH:29]1.[cH:30]1[cH:31][cH:32][c:33]([P:34]([Pd:35]([P:36]([c:37]2[cH:38][cH:39][cH:40][cH:41][cH:42]2)([c:43]2[cH:44][cH:45][cH:46][cH:47][cH:48]2)[c:49]2[cH:50][cH:51][cH:52][cH:53][cH:54]2)([P:55]([c:56]2[cH:57][cH:58][cH:59][cH:60][cH:61]2)([c:62]2[cH:63][cH:64][cH:65][cH:66][cH:67]2)[c:68]2[cH:69][cH:70][cH:71][cH:72][cH:73]2)[P:74]([c:75]2[cH:76][cH:77][cH:78][cH:79][cH:80]2)([c:81]2[cH:82][cH:83][cH:84][cH:85][cH:86]2)[c:87]2[cH:88][cH:89][cH:90][cH:91][cH:92]2)([c:93]2[cH:94][cH:95][cH:96][cH:97][cH:98]2)[c:99]2[cH:100][cH:101][cH:102][cH:103][cH:104]2)[cH:105][cH:106]1>>[CH3:1][O:2][C:3]([c:4]1[c:5]([O:12][CH3:13])[cH:6][c:7]([F:11])[c:8](-[c:24]2[cH:25][cH:26][cH:27][cH:28][cH:29]2)[cH:9]1)=[O:14].